From a dataset of the Open Reaction Database (ORD), a public repository of structured organic reaction records. describe an organic reaction: reactants, conditions, products, and yield The reactants are aqueous solution, C(C)OC(C(C(=O)OCC)(CC=1C=CC=2N(C3=CC=CC=C3C2C1)C(=O)OC(C)(C)C)NC(C)=O)=O (2-Acetylamino-2-(9-tert-butoxycarbonyl-9H-carbazol-3-ylmethyl)-malonic acid diethyl ester), Br (hydrogen bromide). Yields the product NC(C(=O)O)CC=1C=CC=2NC3=CC=CC=C3C2C1 (2-Amino-3-(9H-carbazol-3-yl)-propionic Acid), hydrogen bromide salt. RXN SMILES: C([O:3][C:4](=[O:36])[C:5]([NH:32]C(=O)C)([CH2:11][C:12]1[CH:13]=[CH:14][C:15]2[N:16](C(OC(C)(C)C)=O)[C:17]3[C:22]([C:23]=2[CH:24]=1)=[CH:21][CH:20]=[CH:19][CH:18]=3)C(OCC)=O)C.Br>>[NH2:32][CH:5]([CH2:11][C:12]1[CH:13]=[CH:14][C:15]2[NH:16][C:17]3[C:22]([C:23]=2[CH:24]=1)=[CH:21][CH:20]=[CH:19][CH:18]=3)[C:4]([OH:36])=[O:3]. Reported procedure: 2-Acetylamino-2-(9-tert-butoxycarbonyl-9H-carbazol-3-ylmethyl)-malonic acid diethyl ester (200 mg, 0.4 mmol) was combined with hydrogen bromide (4 mL of a 24% aqueous solution) and refluxed for about 12 h. The cooled reaction mixture was evaporated under reduced pressure and dried under high vacuum to afford the amino acid as the hydrogen bromide salt. ES-MS (M+H)+ 255.0 (calc. 254.1).